Dataset: the Open Reaction Database (ORD), a public repository of structured organic reaction records. Task: describe an organic reaction: reactants, conditions, products, and yield The reactants are [Br-], N#Cc1cc(C=O)c2oc(-c3ccc(NC(=O)CN4CCN(c5ccc(C(F)(F)F)cc5)CC4)cc3)nc2c1, C[Mg+]. The product is CC(O)c1cc(C#N)cc2nc(-c3ccc(NC(=O)CN4CCN(c5ccc(C(F)(F)F)cc5)CC4)cc3)oc12. Reaction SMILES: [Br-:40].[C:1](#[N:2])[c:3]1[cH:4][c:5]([CH:38]=[O:39])[c:6]2[c:7]([n:8][c:9](-[c:11]3[cH:12][cH:13][c:14]([NH:17][C:18]([CH2:19][N:20]4[CH2:21][CH2:22][N:23]([c:26]5[cH:27][cH:28][c:29]([C:32]([F:33])([F:34])[F:35])[cH:30][cH:31]5)[CH2:24][CH2:25]4)=[O:36])[cH:15][cH:16]3)[o:10]2)[cH:37]1.[CH3:41][Mg+:42]>>[C:1](#[N:2])[c:3]1[cH:4][c:5]([CH:38]([OH:39])[CH3:41])[c:6]2[c:7]([n:8][c:9](-[c:11]3[cH:12][cH:13][c:14]([NH:17][C:18]([CH2:19][N:20]4[CH2:21][CH2:22][N:23]([c:26]5[cH:27][cH:28][c:29]([C:32]([F:33])([F:34])[F:35])[cH:30][cH:31]5)[CH2:24][CH2:25]4)=[O:36])[cH:15][cH:16]3)[o:10]2)[cH:37]1. Yields the product CCOC(=O)CNc1cc(C)c(Oc2ccc3[nH]cc(C(C)C)c3c2)c(Cl)c1. Starting materials: CCOC(=O)CBr, CC(=O)[O-], CCO, Cc1cc(N)cc(Cl)c1Oc1ccc2[nH]cc(C(C)C)c2c1, [Na+]. RXN SMILES: [Br:28][CH2:29][C:30](=[O:31])[O:32][CH2:33][CH3:34].[CH3:24][C:25](=[O:26])[O-:27].[CH3:35][CH2:36][OH:37].[Cl:1][c:2]1[cH:3][c:4]([NH2:5])[cH:6][c:7]([CH3:22])[c:8]1[O:9][c:10]1[cH:11][c:12]2[c:13]([CH:19]([CH3:20])[CH3:21])[cH:14][nH:15][c:16]2[cH:17][cH:18]1.[Na+:23]>>[Cl:1][c:2]1[cH:3][c:4]([NH:5][CH2:29][C:30](=[O:31])[O:32][CH2:33][CH3:34])[cH:6][c:7]([CH3:22])[c:8]1[O:9][c:10]1[cH:11][c:12]2[c:13]([CH:19]([CH3:20])[CH3:21])[cH:14][nH:15][c:16]2[cH:17][cH:18]1. The reactants are O[C@H]1CNCC1 ((R)-3-hydroxypyrrolidine), ClC1=NC=CC(=C1)C1=CC(=C(C=C1)SC1=C(C=CC=C1)OC)C(F)(F)F (2-chloro-4-(4-(2-methoxy-phenylsulfanyl)-3-trifluoromethyl-phenyl)-pyridine), OC1CNCC1 (3-hydroxypyrrolidine). The product is title compound, COC1=C(C=CC=C1)SC1=C(C=C(C=C1)C1=CC(=NC=C1)N1CC(CC1)O)C(F)(F)F (1-(4-(4-(2-Methoxy-phenylsulfanyl)-3-trifluoromethyl-phenyl)-pyridin-2-yl)-pyrrolidine-3-ol). As a reaction SMILES: Cl[C:2]1[CH:7]=[C:6]([C:8]2[CH:13]=[CH:12][C:11]([S:14][C:15]3[CH:20]=[CH:19][CH:18]=[CH:17][C:16]=3[O:21][CH3:22])=[C:10]([C:23]([F:26])([F:25])[F:24])[CH:9]=2)[CH:5]=[CH:4][N:3]=1.[OH:27][CH:28]1[CH2:32][CH2:31][NH:30][CH2:29]1.O[C@@H]1CCNC1>>[CH3:22][O:21][C:16]1[CH:17]=[CH:18][CH:19]=[CH:20][C:15]=1[S:14][C:11]1[CH:12]=[CH:13][C:8]([C:6]2[CH:5]=[CH:4][N:3]=[C:2]([N:30]3[CH2:31][CH2:32][CH:28]([OH:27])[CH2:29]3)[CH:7]=2)=[CH:9][C:10]=1[C:23]([F:26])([F:25])[F:24]. Reported procedure: The title compound was prepared according to the procedures of Example 38E, substituting compound 76 with compound 96 (0.039 g, 0.0985 mmol) and 3-hydroxypyrrolidine with (R)-3-hydroxypyrrolidine. A yellow solid 94 was obtained (0.0385 g, 87%). 1H-NMR (CDCl3, 400 MHz) δ 2.13-2.31 (m, 2H), 3.83 (s, 3H), 3.88-3.95 (m, 4H), 4.74 (m, 1H), 6.79 (s, 1H), 6.92 (d, J=6.6 Hz, 1H), 7.01-7.07 (m, 3H), 7.45-7.53 (m, 3H), 7.86 (s, 1H), 8.14 (d, J=7.0 Hz, 1H); MS (APCI) m/z 447 (M+H)+. Reactants: C(C)(C)(C)OC(=O)NNC1CCC(CC1)C(C)(C)C (N′-(4-tert-butyl-cyclohexyl)-hydrazinecarboxylic acid tert-butyl ester), C(=O)(C(F)(F)F)O (TFA), C(CC(=O)C)(=O)OC (methyl acetoacetate). Run in C(Cl)Cl (CH2Cl2). Conditions: temperature 100 celsius, time 5 hour. Product: EtOAc hexanes, C(C)(C)(C)C1CCC(CC1)N1N=C(CC1=O)C (2-(4-tert-butyl-cyclohexyl)-5-methyl-2,4-dihydro-pyrazol-3-one). The yield is 50.0%. RXN SMILES: C(OC([NH:8][NH:9][CH:10]1[CH2:15][CH2:14][CH:13]([C:16]([CH3:19])([CH3:18])[CH3:17])[CH2:12][CH2:11]1)=O)(C)(C)C.C(O)(C(F)(F)F)=O.[C:27]([O:33]C)(=O)[CH2:28][C:29]([CH3:31])=O>C(Cl)Cl>[C:16]([CH:13]1[CH2:12][CH2:11][CH:10]([N:9]2[C:27](=[O:33])[CH2:28][C:29]([CH3:31])=[N:8]2)[CH2:15][CH2:14]1)([CH3:19])([CH3:17])[CH3:18]. Procedure details: To the N′-(4-tert-butyl-cyclohexyl)-hydrazinecarboxylic acid tert-butyl ester (7.61 g) in CH2Cl2 (30 mL) was added TFA (10 mL). After 5 h at RT, the solvent was removed under reduced pressure. The residue was dissolved in glacial acetic acid (100 mL), methyl acetoacetate (4.46 g, 38.4 mmol) was added and the reaction was heated to 100° C. for 18 h. After allowing the reaction to cool to RT, the solvent was removed under reduced pressure. Flash chromatography of the residue (50% to 80% EtOAc/hexa...